Dataset: the Open Reaction Database (ORD), a public repository of structured organic reaction records. Task: describe an organic reaction: reactants, conditions, products, and yield Reactants: CO, O=C(O)c1cccc2cc(O)ccc12, O=S(Cl)Cl. Yields the product COC(=O)c1cccc2cc(O)ccc12. Reaction SMILES: [CH3:19][OH:20].[OH:1][c:2]1[cH:3][c:4]2[cH:5][cH:6][cH:7][c:8]([C:12](=[O:13])[OH:14])[c:9]2[cH:10][cH:11]1.[S:15]([Cl:16])([Cl:17])=[O:18]>>[OH:1][c:2]1[cH:3][c:4]2[cH:5][cH:6][cH:7][c:8]([C:12](=[O:13])[O:14][CH3:19])[c:9]2[cH:10][cH:11]1. Starting materials: OC=1C=C2CCCC2=CC1 (5-hydroxyindane), ice water, ClCC(=O)NCO (2-chloro-N-hydroxymethylacetamide), S(O)(O)(=O)=O (sulfuric acid). The solvent is C(C)(=O)O (acetic acid). Reaction conditions: time 30 minute. The product is ClCC(=O)NCC1=C(C=C2CCCC2=C1)O (6-(N-Chloroacetylaminomethyl)-5-hydroxyindane). RXN SMILES: [OH:1][C:2]1[CH:3]=[C:4]2[C:8](=[CH:9][CH:10]=1)[CH2:7][CH2:6][CH2:5]2.[Cl:11][CH2:12][C:13]([NH:15][CH2:16]O)=[O:14].S(=O)(=O)(O)O>C(O)(=O)C>[Cl:11][CH2:12][C:13]([NH:15][CH2:16][C:10]1[CH:9]=[C:8]2[C:4]([CH2:5][CH2:6][CH2:7]2)=[CH:3][C:2]=1[OH:1])=[O:14]. Reported procedure: 134 g (1 mole) of 5-hydroxyindane and 100 g (0.81 mole) of 2-chloro-N-hydroxymethylacetamide are suspended in 300 ml of glacial acetic acid, and 10 ml of concentrated sulfuric acid are added. The mixture is stirred for 30 minutes at room temperature and is poured into ice water. The product is filtered off with suction and recrystallized from methanol. Starting materials: Cl (hydrochloric acid), CSCON=C(C(=O)NC1[C@@H]2N(C(=C(CS2)C[N+]2=CC=CC=C2)C(=O)[O-])C1=O)C=1N=C(SC1Cl)NC=O (7-[2-methylthiomethoxyimino-2-(2-formamido-5-chlorothiazol-4-yl)acetamido]-3-(1-pyridiniomethyl)-3-cephem-4-carboxylate). Solvent: CO (methanol). Run at time 5 hour. Product: CSCON=C(C(=O)NC1[C@@H]2N(C(=C(CS2)C[N+]2=CC=CC=C2)C(=O)[O-])C1=O)C=1N=C(SC1Cl)N (7-[2-methylthiomethoxyimino-2-(2-amino-5-chlorothiazol-4-yl)acetamido]-3-(1-pyridiniomethyl)-3-cephem-4-carboxylate). Isolated yield 63.8%. RXN SMILES: Cl.[CH3:2][S:3][CH2:4][O:5][N:6]=[C:7]([C:30]1[N:31]=[C:32]([NH:36]C=O)[S:33][C:34]=1[Cl:35])[C:8]([NH:10][CH:11]1[C:28](=[O:29])[N:13]2[C:14]([C:25]([O-:27])=[O:26])=[C:15]([CH2:18][N+:19]3[CH:24]=[CH:23][CH:22]=[CH:21][CH:20]=3)[CH2:16][S:17][C@H:12]12)=[O:9]>CO>[CH3:2][S:3][CH2:4][O:5][N:6]=[C:7]([C:30]1[N:31]=[C:32]([NH2:36])[S:33][C:34]=1[Cl:35])[C:8]([NH:10][CH:11]1[C:28](=[O:29])[N:13]2[C:14]([C:25]([O-:27])=[O:26])=[C:15]([CH2:18][N+:19]3[CH:20]=[CH:21][CH:22]=[CH:23][CH:24]=3)[CH2:16][S:17][C@H:12]12)=[O:9]. Reported procedure: Conc. hydrochloric acid (1.5 g) was added to the mixture of 7-[2-methylthiomethoxyimino-2-(2-formamido-5-chlorothiazol-4-yl)acetamido]-3-(1-pyridiniomethyl)-3-cephem-4-carboxylate (syn isomer) (2.8 g) and methanol (30 ml), and stirred at ambient temperature for 5 hours. After removal of solvent, and the residue was dissolved in water and the solution was adjusted to pH 4.0 with 10% aqueous sodium hydroxide under ice-cooling. The solution was subjected to column chromatography on macroporus non-i... Reactants: CC(C)(C)OC(=O)NC1CCC(N)CC1, O=C(O)c1c[nH]c2c(-c3c(OCC4CCC4)ccc4c3OCO4)ncnc12. Yields the product CC(C)(C)OC(=O)NC1CCC(NC(=O)c2c[nH]c3c(-c4c(OCC5CCC5)ccc5c4OCO5)ncnc23)CC1. As a reaction SMILES: [C:28]([CH3:29])([CH3:30])([CH3:31])[O:32][C:33]([NH:34][CH:35]1[CH2:36][CH2:37][CH:38]([NH2:41])[CH2:39][CH2:40]1)=[O:42].[CH:1]1([CH2:5][O:6][c:7]2[c:8](-[c:16]3[c:17]4[c:18]([n:19][cH:20][n:21]3)[c:22]([C:25](=[O:26])[OH:27])[cH:23][nH:24]4)[c:9]3[c:10]([cH:14][cH:15]2)[O:11][CH2:12][O:13]3)[CH2:2][CH2:3][CH2:4]1>>[CH:1]1([CH2:5][O:6][c:7]2[c:8](-[c:16]3[c:17]4[c:18]([n:19][cH:20][n:21]3)[c:22]([C:25](=[O:27])[NH:41][CH:38]3[CH2:37][CH2:36][CH:35]([NH:34][C:33]([O:32][C:28]([CH3:29])([CH3:30])[CH3:31])=[O:42])[CH2:40][CH2:39]3)[cH:23][nH:24]4)[c:9]3[c:10]([cH:14][cH:15]2)[O:11][CH2:12][O:13]3)[CH2:2][CH2:3][CH2:4]1. The reactants are Cc1cc(CO[Si](c2ccccc2)(c2ccccc2)C(C)(C)C)ncc1[N+](=O)[O-], CCOC(C)=O, [Cl-], [NH4+], [Zn]. Product: Cc1cc(CO[Si](c2ccccc2)(c2ccccc2)C(C)(C)C)ncc1N. Reaction SMILES: [C:1]([CH3:2])([CH3:3])([CH3:4])[Si:5]([O:6][CH2:7][c:8]1[n:9][cH:10][c:11]([N+:15]([O-:16])=[O:17])[c:12]([CH3:14])[cH:13]1)([c:18]1[cH:19][cH:20][cH:21][cH:22][cH:23]1)[c:24]1[cH:25][cH:26][cH:27][cH:28][cH:29]1.[CH3:30][CH2:31][O:32][C:33](=[O:34])[CH3:35].[Cl-:36].[NH4+:37].[Zn:38]>>[C:1]([CH3:2])([CH3:3])([CH3:4])[Si:5]([O:6][CH2:7][c:8]1[n:9][cH:10][c:11]([NH2:15])[c:12]([CH3:14])[cH:13]1)([c:18]1[cH:19][cH:20][cH:21][cH:22][cH:23]1)[c:24]1[cH:25][cH:26][cH:27][cH:28][cH:29]1. The reactants are C(CCC)[Li] (Butyllithium), CC1=NOC(=C1)C (3,5-dimethylisoxazole), BrCC1CCC(CC1)CBr (1,4-bis(Bromomethyl)cyclohexane). The solvent is O1CCCC1 (tetrahydrofuran). Run at time 30 minute. The product is BrCC1CCC(CC1)CCC1=CC(=NO1)C (5-[2-(4-bromomethylcyclohexyl)ethyl]-3-methylisoxazole). Yield: 58.0%. Reaction SMILES: C([Li])CCC.[CH3:6][C:7]1[CH:11]=[C:10]([CH3:12])[O:9][N:8]=1.[Br:13][CH2:14][CH:15]1[CH2:20][CH2:19][CH:18]([CH2:21]Br)[CH2:17][CH2:16]1>O1CCCC1>[Br:13][CH2:14][CH:15]1[CH2:20][CH2:19][CH:18]([CH2:21][CH2:12][C:10]2[O:9][N:8]=[C:7]([CH3:6])[CH:11]=2)[CH2:17][CH2:16]1. Procedure: Butyllithium (23.3 ml, 8.0M in tetrahydrofuran) was added dropwise to a solution of 18.3 g of 3,5-dimethylisoxazole in 800 ml of tetrahydrofuran held at -77° C. under nitrogen, and the mixture was stirred for 30 minutes. 1,4-bis(Bromomethyl)cyclohexane (50.4 g) was then added, and the reaction mixture was stirred for 3 hours at -70° C. and at room temperature overnight. The product was isolated and purified by chromatography to give 31 g (58%) of 5-[2-(4-bromomethylcyclohexyl)ethyl]-3-methylisox... The reactants are COC1=CC=C(C=C1)C1(CC1)C1=NN=C(O1)N (5-[1-(4-methoxyphenyl)cyclopropyl]-1,3,4-oxadiazol-2-amine), NN (hydrazine), ice water. Solvent: O (water). Reaction conditions: temperature 190 celsius. Product: COC1=CC=C(C=C1)C1(CC1)C=1N(C(=NN1)N)N (5-[1-(4-Methoxyphenyl)cyclopropyl]-4H-1,2,4-triazole-3,4-diamine). The yield is 47.0%. As a reaction SMILES: [CH3:1][O:2][C:3]1[CH:8]=[CH:7][C:6]([C:9]2([C:12]3O[C:15]([NH2:17])=[N:14][N:13]=3)[CH2:11][CH2:10]2)=[CH:5][CH:4]=1.[NH2:18][NH2:19]>O>[CH3:1][O:2][C:3]1[CH:8]=[CH:7][C:6]([C:9]2([C:12]3[N:18]([NH2:19])[C:15]([NH2:17])=[N:14][N:13]=3)[CH2:11][CH2:10]2)=[CH:5][CH:4]=1. Procedure: A mixture of 5-[1-(4-methoxyphenyl)cyclopropyl]-1,3,4-oxadiazol-2-amine (0.60 g, 2.6 mmol), and hydrazine (0.64 mL, 20 mmol) in water (2.0 mL) was heated at 190° C. for 3 h. After cooling to RT, the mixture was further cooled with ice-water. The crystalline solid formed was collected by filtration, washed with water, and dried under high vacuum to yield the desired product (300 mg, 47.1%). Analytical LCMS: (M+H)+=246.1. Starting materials: CCCCCCCCO, Cl, O=[N+]([O-])c1ccc(O)cc1F, O, [Sn]. Product: Nc1ccc(O)cc1F. As a reaction SMILES: [CH2:13]([OH:14])[CH2:15][CH2:16][CH2:17][CH2:18][CH2:19][CH2:20][CH3:21].[ClH:12].[F:1][c:2]1[cH:3][c:4]([OH:11])[cH:5][cH:6][c:7]1[N+:8]([O-:9])=[O:10].[OH2:23].[Sn:22]>>[F:1][c:2]1[cH:3][c:4]([OH:11])[cH:5][cH:6][c:7]1[NH2:8]. Reactants: O=C1C(c2ccc(Br)cc2O)c2ccccc2N1Cc1ccc(C(F)(F)F)o1, O=C([O-])[O-], ClCI, [Cs+], [Cs+], C1CCOC1. Product: O=C1N(Cc2ccc(C(F)(F)F)o2)c2ccccc2C12COc1cc(Br)ccc12. As a reaction SMILES: [Br:1][c:2]1[cH:3][c:4]([OH:28])[c:5]([CH:8]2[C:9](=[O:27])[N:10]([CH2:17][c:18]3[o:19][c:20]([C:23]([F:24])([F:25])[F:26])[cH:21][cH:22]3)[c:11]3[cH:12][cH:13][cH:14][cH:15][c:16]32)[cH:6][cH:7]1.[C:32](=[O:33])([O-:34])[O-:35].[Cl:29][CH2:30][I:31].[Cs+:36].[Cs+:37].[O:38]1[CH2:39][CH2:40][CH2:41][CH2:42]1>>[Br:1][c:2]1[cH:3][c:4]2[c:5]([cH:6][cH:7]1)[C:8]1([C:9](=[O:27])[N:10]([CH2:17][c:18]3[o:19][c:20]([C:23]([F:24])([F:25])[F:26])[cH:21][cH:22]3)[c:11]3[cH:12][cH:13][cH:14][cH:15][c:16]31)[CH2:30][O:28]2. The reactants are carbonylchlorohydridebis(triisopropylphosphine)ruthenium(II), C[Si](O[Si](C=C)(C)C)(C=C)C (1,1,3,3-tetramethyl-1,3-divinyldisiloxane), C#CCCCCC (1-heptyne). Solvent: C1(=CC=CC=C1)C (toluene). Yields the product C(#CCCCCC)[Si](O[Si](C=C)(C)C)(C)C (1-(1-heptynyl)-1,1,3,3-tetramethyl-3-vinyldisiloxane). Reaction SMILES: [CH3:1][Si:2]([CH3:11])([CH:9]=[CH2:10])[O:3][Si:4]([CH3:8])([CH3:7])[CH:5]=[CH2:6].[CH:12]#[C:13][CH2:14][CH2:15][CH2:16]CC>C1(C)C=CC=CC=1>[C:5]([Si:4]([CH3:8])([CH3:7])[O:3][Si:2]([CH3:1])([CH3:11])[CH:9]=[CH2:10])#[C:6][CH2:12][CH2:13][CH2:14][CH2:15][CH3:16]. Reported procedure: As in reaction conditions of Example XIX Step 1, to 6.25 mL of toluene, the 0.05 g carbonylchlorohydridebis(triisopropylphosphine)ruthenium(II) was added, and the reaction was carried out between 2.87 g 1,1,3,3-tetramethyl-1,3-divinyldisiloxane and 0.49 g 1-heptyne. Raw 1-(1-heptynyl)-1,1,3,3-tetramethyl-3-vinyldisiloxane was obtained.